From a dataset of the Open Reaction Database (ORD), a public repository of structured organic reaction records. describe an organic reaction: reactants, conditions, products, and yield Starting materials: Cl.Cl.NC(CCCC1NC(CC1C)=N)C1OC(OC1)=O (4-[1-amino-4-(5-imino-3-methylpyrrolidin-2-yl)butyl]-1,3- dioxolan-2-one, dihydrochloride), [OH-].[Ba+2].[OH-] (barium hydroxide). Product: NC(C(CO)O)CCCC1NC(CC1)=N (3-amino-6-(5-iminopyrrolidin-2-yl)-1,2-hexanediol). As a reaction SMILES: Cl.Cl.[NH2:3][CH:4]([CH:15]1[CH2:19][O:18]C(=O)[O:16]1)[CH2:5][CH2:6][CH2:7][CH:8]1[CH:12](C)[CH2:11][C:10](=[NH:14])[NH:9]1.[OH-].[Ba+2].[OH-]>>[NH2:3][CH:4]([CH2:5][CH2:6][CH2:7][CH:8]1[CH2:12][CH2:11][C:10](=[NH:14])[NH:9]1)[CH:15]([OH:16])[CH2:19][OH:18] |f:0.1.2,3.4.5|. Reported procedure: The product of EXAMPLE 263 is treated with aqueous barium hydroxide at 70° C. to yield the title material. The reactants are C(C)(=O)O (acetic acid), solution, C[Si]([N-][Si](C)(C)C)(C)C.[Li+] (lithium hexamethyldisilazide), CC(C)(C)C1=NC=C(C=N1)C(C(=O)OCC1=C(C(=C(C(=C1F)F)COC)F)F)=C(C)C (2,3,5,6-tetrafluoro-4-(methoxymethyl)benzyl 2-[2-(1,1-dimethylethyl)pyrimidin-5-yl]-3-methylbut-2-enoate). Run in O1CCCC1 (tetrahydrofuran), O1CCCC1 (tetrahydrofuran). Reaction conditions: temperature -78 celsius, time 30 minute. Product: CC(C)(C)C1=NC=C(C=N1)C(C(=O)OCC1=C(C(=C(C(=C1F)F)COC)F)F)C(=C)C (2,3,5,6-tetrafluoro-4-(methoxymethyl)benzyl (RS)-2-[2-(1,1-dimethylethyl)pyrimidin-5-yl)-3-methylbut-3-enoate). Isolated yield 100.0%. Reaction SMILES: C[Si](C)(C)[N-][Si](C)(C)C.[Li+].[CH3:11][C:12]([C:15]1[N:20]=[CH:19][C:18]([C:21](=[C:39]([CH3:41])[CH3:40])[C:22]([O:24][CH2:25][C:26]2[C:31]([F:32])=[C:30]([F:33])[C:29]([CH2:34][O:35][CH3:36])=[C:28]([F:37])[C:27]=2[F:38])=[O:23])=[CH:17][N:16]=1)([CH3:14])[CH3:13].C(O)(=O)C>O1CCCC1>[CH3:14][C:12]([C:15]1[N:16]=[CH:17][C:18]([CH:21]([C:39]([CH3:41])=[CH2:40])[C:22]([O:24][CH2:25][C:26]2[C:31]([F:32])=[C:30]([F:33])[C:29]([CH2:34][O:35][CH3:36])=[C:28]([F:37])[C:27]=2[F:38])=[O:23])=[CH:19][N:20]=1)([CH3:11])[CH3:13] |f:0.1|. Reported procedure: A 1 molar solution of lithium hexamethyldisilazide (0.125 cm3) in dry tetrahydrofuran was added to a stirred solution of 2,3,5,6-tetrafluoro-4-(methoxymethyl)benzyl 2-[2-(1,1-dimethylethyl)pyrimidin-5-yl]-3-methylbut-2-enoate (0.05 g) in dry tetrahydrofuran (1 cm3) whilst the reaction temperature was maintained at -78° C. After 30 minutes, acetic acid (0.01 g) was added in one portion, and the stirred reaction mixture was allowed to warm to the ambient temperature, and quenched with water. Extra... Starting materials: N#Cc1ccc(O)cc1F, CC(C)OC(=O)N=NC(=O)OC(C)C, C1CCOC1, CC(C)(C)OC(=O)CCc1cccc(CO)c1, c1ccc(P(c2ccccc2)c2ccccc2)cc1. Yields the product CC(C)(C)OC(=O)CCc1cccc(COc2ccc(C#N)c(F)c2)c1. As a reaction SMILES: [F:34][c:35]1[c:36]([C:37]#[N:38])[cH:39][cH:40][c:41]([OH:43])[cH:42]1.[O:1]=[C:2]([O:3][CH:4]([CH3:5])[CH3:6])[N:7]=[N:8][C:9]([O:10][CH:11]([CH3:12])[CH3:13])=[O:14].[O:61]1[CH2:62][CH2:63][CH2:64][CH2:65]1.[OH:44][CH2:45][c:46]1[cH:47][c:48]([CH2:52][CH2:53][C:54](=[O:55])[O:56][C:57]([CH3:58])([CH3:59])[CH3:60])[cH:49][cH:50][cH:51]1.[c:15]1([P:16]([c:17]2[cH:18][cH:19][cH:20][cH:21][cH:22]2)[c:23]2[cH:24][cH:25][cH:26][cH:27][cH:28]2)[cH:29][cH:30][cH:31][cH:32][cH:33]1>>[F:34][c:35]1[c:36]([C:37]#[N:38])[cH:39][cH:40][c:41]([O:43][CH2:45][c:46]2[cH:47][c:48]([CH2:52][CH2:53][C:54](=[O:55])[O:56][C:57]([CH3:58])([CH3:59])[CH3:60])[cH:49][cH:50][cH:51]2)[cH:42]1. Starting materials: CC(=O)O[BH-](OC(C)=O)OC(C)=O, ClCCl, C#CCOc1ccc(N)c(C(=O)c2ccc(C(C)C)cc2)c1, [Na+], O, O=Cc1ccccc1OCCO. The product is C#CCOc1ccc(NCc2ccccc2OCCO)c(C(=O)c2ccc(C(C)C)cc2)c1. Reaction SMILES: [C:35]([O:36][BH-:37]([O:38][C:39](=[O:40])[CH3:41])[O:42][C:43](=[O:44])[CH3:45])(=[O:46])[CH3:47].[Cl:49][CH2:50][Cl:51].[NH2:1][c:2]1[c:3]([C:12](=[O:13])[c:14]2[cH:15][cH:16][c:17]([CH:20]([CH3:21])[CH3:22])[cH:18][cH:19]2)[cH:4][c:5]([O:8][CH2:9][C:10]#[CH:11])[cH:6][cH:7]1.[Na+:48].[OH2:52].[OH:23][CH2:24][CH2:25][O:26][c:27]1[c:28]([CH:29]=[O:30])[cH:31][cH:32][cH:33][cH:34]1>>[NH:1]([c:2]1[c:3]([C:12](=[O:13])[c:14]2[cH:15][cH:16][c:17]([CH:20]([CH3:21])[CH3:22])[cH:18][cH:19]2)[cH:4][c:5]([O:8][CH2:9][C:10]#[CH:11])[cH:6][cH:7]1)[CH2:29][c:28]1[c:27]([O:26][CH2:25][CH2:24][OH:23])[cH:34][cH:33][cH:32][cH:31]1. The reactants are C1(=CC=CC=C1)S(=O)(=O)N1C=CC2=C(C=CC=C12)OCCN=[N+]=[N-] (2-{[1-(phenylsulfonyl)-1H-indole-4-yl]oxy}ethylazide), C1(=CC=CC=C1)P(C1=CC=CC=C1)C1=CC=CC=C1 (triphenylphosphine). Run in O1CCCC1 (tetrahydrofuran), O (water). Conditions: time 24 hour. The product is C1(=CC=CC=C1)S(=O)(=O)N1C=CC2=C(C=CC=C12)OCCN (2-{[1-(Phenylsulfonyl)-1H-indole-4-Y]oxy}ethylamine). RXN SMILES: [C:1]1([S:7]([N:10]2[C:18]3[C:13](=[C:14]([O:19][CH2:20][CH2:21][N:22]=[N+]=[N-])[CH:15]=[CH:16][CH:17]=3)[CH:12]=[CH:11]2)(=[O:9])=[O:8])[CH:6]=[CH:5][CH:4]=[CH:3][CH:2]=1.C1(P(C2C=CC=CC=2)C2C=CC=CC=2)C=CC=CC=1>O1CCCC1.O>[C:1]1([S:7]([N:10]2[C:18]3[C:13](=[C:14]([O:19][CH2:20][CH2:21][NH2:22])[CH:15]=[CH:16][CH:17]=3)[CH:12]=[CH:11]2)(=[O:9])=[O:8])[CH:2]=[CH:3][CH:4]=[CH:5][CH:6]=1. Procedure details: A mixture of 2-{[1-(phenylsulfonyl)-1H-indole-4-yl]oxy}ethylazide (3.3 g, 9.6 mmol) and triphenylphosphine (3.67 g, 14 mmol) in tetrahydrofuran and water is stirred under nitrogen for 24 hr at room temperature and filtered. The filtrate is concentrated in vacuo and the resultant residue is purified by flash chromatography (silica gel, EtOAc/MeOH/NH4OH: 8.5/1.5/0.05) to afford the title compound as an off-white solid, 2.54 g (80%), mp 71-73° C., identified by NMR and mass spectral analyses. Reactants: BrC1=C(C=C(C(=C1)OC)Br)OC (1,4-dibromo-2,5-dimethoxybenzene), bistriphenylphospine palladium dichloride, C[Si](C)(C)C#C (trimethylsilylacetylene). Reagents/catalysts: [Cu](I)I (copper iodide). The solvent is C(C)(C)NC(C)C (diisopropylamine). Conditions: temperature 80 celsius, time 12 hour. Product: C[Si](C)(C)C#CC1=C(C=C(C(=C1)OC)C#C[Si](C)(C)C)OC (1,4-bis(trimethylsilylethynyl)-2,5-dimethoxybenzene). Yield: 73.8%. RXN SMILES: Br[C:2]1[CH:7]=[C:6]([O:8][CH3:9])[C:5](Br)=[CH:4][C:3]=1[O:11][CH3:12].[CH3:13][Si:14]([C:17]#[CH:18])([CH3:16])[CH3:15]>C(NC(C)C)(C)C.[Cu](I)I>[CH3:13][Si:14]([C:17]#[C:18][C:2]1[CH:7]=[C:6]([O:8][CH3:9])[C:5]([C:18]#[C:17][Si:14]([CH3:16])([CH3:15])[CH3:13])=[CH:4][C:3]=1[O:11][CH3:12])([CH3:16])[CH3:15]. Reported procedure: 100 g (0.338 mol) of 1,4-dibromo-2,5-dimethoxybenzene, 7.12 g (0.01 mol) of bistriphenylphospine palladium dichloride and 1.93 g (0.01 mol) of copper iodide were put into a 1 litter 3-neck round-bottom flask equipped with a stirrer, a thermometer and a reflux condenser under an argon atmosphere, and dissolved in 600 ml of diisopropylamine. 99 g (1 mol) of trimethylsilylacetylene was then slowly added dropwise at room temperature, and stirred at 80° C. for 12 hours. When the reaction was complete... Reactants: CNC1=CC(=CC=C1)CC(=O)OCC (N-methyl-3-ethoxycarbonylmethylaniline), C(O)([O-])=O.[Na+] (sodium hydrogencarbonate), BrCC1=C(C(=O)OCC)C=CC=C1 (ethyl 2-bromomethylbenzoate). The solvent is O (water). Product: CN(C1=CC(=CC=C1)CC(=O)OCC)CC1=C(C=CC=C1)C(=O)OCC (N-methyl-N-(2-ethoxycarbonylbenzyl)-3-ethoxycarbonylmethylaniline). Isolated yield 68.3%. RXN SMILES: [CH3:1][NH:2][C:3]1[CH:8]=[CH:7][CH:6]=[C:5]([CH2:9][C:10]([O:12][CH2:13][CH3:14])=[O:11])[CH:4]=1.C(=O)([O-])O.[Na+].Br[CH2:21][C:22]1[CH:32]=[CH:31][CH:30]=[CH:29][C:23]=1[C:24]([O:26][CH2:27][CH3:28])=[O:25]>O>[CH3:1][N:2]([CH2:21][C:22]1[CH:32]=[CH:31][CH:30]=[CH:29][C:23]=1[C:24]([O:26][CH2:27][CH3:28])=[O:25])[C:3]1[CH:8]=[CH:7][CH:6]=[C:5]([CH2:9][C:10]([O:12][CH2:13][CH3:14])=[O:11])[CH:4]=1 |f:1.2|. Procedure details: The starting material employed above had been synthesized in the same manner as described in Example 1. That is, N-methyl-3-ethoxycarbonylmethylaniline (20.7 g), sodium hydrogencarbonate (19 g), water (30 ml) and ethyl 2-bromomethylbenzoate (27.5 g) were used to produce N-methyl-N-(2-ethoxycarbonylbenzyl)-3-ethoxycarbonylmethylaniline (26 g) as a light yellow oil. Then, N-methyl-N-(2-ethoxycarbonylbenzyl)-3-ethoxycarbonylmethylaniline (26 g) so produced, sodium hydroxide (40 g), water (450 ml) a... Starting materials: C[Mg]Br (methylmagnesium bromide), C(C)OCC (diethyl ether), C(C)OCC (diethyl ether), O1C(CCCC1)OCC(COC1OCCCC1)=O (1,3-bis(2-tetrahydropyranyloxy)-2-propanone), C(C)OCC (diethyl ether). Reaction conditions: time 16 hour. The product is C[Mg]Br (methylmagnesium bromide), CC(COC1OCCCC1)(COC1OCCCC1)O (2-methyl-1,3-bis(2-tetrahydropyranyloxy)-2-propanol). As a reaction SMILES: [CH3:1][Mg:2][Br:3].[O:4]1[CH2:9][CH2:8][CH2:7][CH2:6][CH:5]1[O:10][CH2:11][C:12](=[O:21])[CH2:13][O:14][CH:15]1[CH2:20][CH2:19][CH2:18][CH2:17][O:16]1.[CH2:22](OCC)C>>[CH3:1][Mg:2][Br:3].[CH3:22][C:12]([OH:21])([CH2:13][O:14][CH:15]1[CH2:20][CH2:19][CH2:18][CH2:17][O:16]1)[CH2:11][O:10][CH:5]1[CH2:6][CH2:7][CH2:8][CH2:9][O:4]1. Procedure details: A solution of 0.14 moles of methylmagnesium bromide in diethyl ether was prepared by dissolving 15.5 g of 3M methylmagnesium bromide solution (in diethyl ether) in 100 ml of specially dried diethyl ether. While stirring at 25°-30° , a solution of 25.8 g of 1,3-bis(2-tetrahydropyranyloxy)-2-propanone, prepared as above, in 100 ml of diethyl ether was added dropwise. A white solid separated and refluxing occurred. The mixture was warmed to maintain reflux for 1 hour, then allowed to stand for 16 h... Reactants: CO, C[O-], O=C(CCl)c1ccc(O)cc1O, Cl, [Na+]. The product is O=C1COc2cc(O)ccc21. Reaction SMILES: [CH3:17][OH:18].[CH3:1][O-:2].[Cl:4][CH2:5][C:6](=[O:7])[c:8]1[c:9]([OH:15])[cH:10][c:11]([OH:14])[cH:12][cH:13]1.[ClH:16].[Na+:3]>>[CH2:5]1[C:6](=[O:7])[c:8]2[c:9]([cH:10][c:11]([OH:14])[cH:12][cH:13]2)[O:15]1. Starting materials: OC=1C(OC2=C(C1C(=O)N)C=C(C=C2)[N+](=O)[O-])(C)C (3-hydroxy-2,2-dimethyl-6-nitro-2H-1-benzopyran-4-carboxamide), C(#N)[BH3-].[Na+] (sodium cyanoborohydride), O1CCCC1 (tetrahydrofuran), C(C)(=O)O (acetic acid), C(#N)[BH3-].[Na+] (sodium cyanoborohydride). Solvent: CO (methanol). Reaction conditions: time 18 hour. Product: C(#N)C1=CC(OC2=C1C=C(C=C2)[N+](=O)[O-])(C)C (4-cyano-2,2-dimethyl-6-nitro-2H-1-benzopyran). The yield is 88.6%. RXN SMILES: O[C:2]1[C:3]([CH3:19])([CH3:18])[O:4][C:5]2[CH:14]=[CH:13][C:12]([N+:15]([O-:17])=[O:16])=[CH:11][C:6]=2[C:7]=1[C:8]([NH2:10])=O.C([BH3-])#N.[Na+].O1CCCC1.C(O)(=O)C>CO>[C:8]([C:7]1[C:6]2[CH:11]=[C:12]([N+:15]([O-:17])=[O:16])[CH:13]=[CH:14][C:5]=2[O:4][C:3]([CH3:19])([CH3:18])[CH:2]=1)#[N:10] |f:1.2|. Procedure details: To a mixture of 23.2 g of 3-hydroxy-2,2-dimethyl-6-nitro-2H-1-benzopyran-4-carboxamide, 16.6 g of sodium cyanoborohydride, and 200 ml of tetrahydrofuran was added 100 ml of acetic acid with stirring and ice-cooling, followed by stirring for 3 hours under ice-cooling and then at room temperature for 18 hours. To the reaction mixture were further added 5.6 g of sodium cyanoborohydride and 50 ml of methanol, followed by stirring at room temperature for 40 hours. The reaction mixture was distilled u...